The task is: describe an organic reaction: reactants, conditions, products, and yield. This data is from the Open Reaction Database (ORD), a public repository of structured organic reaction records. The reactants are CC(C)COC(=O)C(C)N, Cc1ccc(CC(=O)O)cc1. Yields the product Cc1ccc(CC(=O)NC(C)C(=O)OCC(C)C)cc1. RXN SMILES: [CH2:12]([CH:13]([CH3:14])[CH3:15])[O:16][C:17]([CH:18]([NH2:19])[CH3:20])=[O:21].[CH3:1][c:2]1[cH:3][cH:4][c:5]([CH2:8][C:9](=[O:10])[OH:11])[cH:6][cH:7]1>>[CH3:1][c:2]1[cH:3][cH:4][c:5]([CH2:8][C:9](=[O:11])[NH:19][CH:18]([C:17]([O:16][CH2:12][CH:13]([CH3:14])[CH3:15])=[O:21])[CH3:20])[cH:6][cH:7]1.